This data is from the Open Reaction Database (ORD), a public repository of structured organic reaction records. The task is: describe an organic reaction: reactants, conditions, products, and yield Reactants: ClC1=CC=C2C(=CC=NC2=C1)N1C(C(C2=CC(=CC=C12)OC)CC(=O)OCC)C (ethyl 1-(7-chloroquinol-4-yl)-5-methoxy-2-methylindolin-3-ylacetate), ClC=1C(C(=C(C(C1Cl)=O)Cl)Cl)=O (2,3,5,6-tetrachloro-1,4-benzoquinone). The solvent is C=1(C(=CC=CC1)C)C (xylene). Yields the product ClC1=CC=C2C(=CC=NC2=C1)N1C(=C(C2=CC(=CC=C12)OC)CC(=O)OCC)C (ethyl 1-(7-chloroquinol-4-yl)-5-methoxy-2-methylindol-3-ylacetate). RXN SMILES: [Cl:1][C:2]1[CH:11]=[C:10]2[C:5]([C:6]([N:12]3[C:20]4[C:15](=[CH:16][C:17]([O:21][CH3:22])=[CH:18][CH:19]=4)[CH:14]([CH2:23][C:24]([O:26][CH2:27][CH3:28])=[O:25])[CH:13]3[CH3:29])=[CH:7][CH:8]=[N:9]2)=[CH:4][CH:3]=1.ClC1C(=O)C(Cl)=C(Cl)C(=O)C=1Cl>C1(C)C(C)=CC=CC=1>[Cl:1][C:2]1[CH:11]=[C:10]2[C:5]([C:6]([N:12]3[C:20]4[C:15](=[CH:16][C:17]([O:21][CH3:22])=[CH:18][CH:19]=4)[C:14]([CH2:23][C:24]([O:26][CH2:27][CH3:28])=[O:25])=[C:13]3[CH3:29])=[CH:7][CH:8]=[N:9]2)=[CH:4][CH:3]=1. Reported procedure: A mixture of ethyl 1-(7-chloroquinol-4-yl)-5-methoxy-2-methylindolin-3-ylacetate (7.0g.) and 2,3,5,6-tetrachloro-1,4-benzoquinone (5.6g.) in dry xylene (50ml.) was heated under reflux for 1.5 hours. The mixture was then cooled and filtered. The filtrate was washed successively with cold 2N-sodium hydroxide solution (2 × 30ml.) and water (2 × 50ml.). The organic layer was dried (MgSO4) and evaporated in vacuo to dryness, and the residue (dissolved in the minimum volume of diethyl ether) was adsor... Starting materials: CCOC(=O)C(C)(C)Br, O=C([O-])[O-], CCOC(=O)C(C)(C)Oc1cc(OCOCC[Si](C)(C)C)c2ccccc2c1, C[Si](C)(C)CCOCOc1cc(O)cc2ccccc12, CCO, [Cs+], [Cs+]. The product is CCOC(=O)C(C)(C)Oc1cc(O)c2ccccc2c1. RXN SMILES: [Br:49][C:50]([CH3:51])([CH3:52])[C:53]([O:54][CH2:55][CH3:56])=[O:57].[C:58](=[O:59])([O-:60])[O-:61].[CH2:1]([CH3:2])[O:3][C:4]([C:5]([CH3:6])([O:7][c:8]1[cH:9][c:10]2[cH:11][cH:12][cH:13][cH:14][c:15]2[c:16]([O:18][CH2:19][O:20][CH2:21][CH2:22][Si:23]([CH3:24])([CH3:25])[CH3:26])[cH:17]1)[CH3:27])=[O:28].[CH3:29][Si:30]([CH3:31])([CH3:32])[CH2:33][CH2:34][O:35][CH2:36][O:37][c:38]1[c:39]2[c:40]([cH:41][cH:42][cH:43][cH:44]2)[cH:45][c:46]([OH:47])[cH:48]1.[CH3:64][CH2:65][OH:66].[Cs+:62].[Cs+:63]>>[CH2:1]([CH3:2])[O:3][C:4]([C:5]([CH3:6])([O:7][c:8]1[cH:9][c:10]2[cH:11][cH:12][cH:13][cH:14][c:15]2[c:16]([OH:18])[cH:17]1)[CH3:27])=[O:28]. Reactants: O=C([O-])O, ClCCl, CC#N, CCOC(C)=O, [Na+], OC(c1ccccc1)(c1ccc(Oc2ccccc2)cc1)c1ccccn1, O, O=S(Cl)Cl, c1c[nH]cn1. Product: c1ccc(Oc2ccc(C(c3ccccc3)(c3ccccn3)n3ccnc3)cc2)cc1. Reaction SMILES: [C:37](=[O:38])([OH:39])[O-:40].[CH2:42]([Cl:43])[Cl:44].[CH3:45][C:46]#[N:47].[CH3:48][CH2:49][O:50][C:51](=[O:52])[CH3:53].[Na+:41].[O:1]([c:2]1[cH:3][cH:4][cH:5][cH:6][cH:7]1)[c:8]1[cH:9][cH:10][c:11]([C:14]([OH:15])([c:16]2[n:17][cH:18][cH:19][cH:20][cH:21]2)[c:22]2[cH:23][cH:24][cH:25][cH:26][cH:27]2)[cH:12][cH:13]1.[OH2:54].[S:28]([Cl:29])([Cl:30])=[O:31].[nH:32]1[cH:33][n:34][cH:35][cH:36]1>>[O:1]([c:2]1[cH:3][cH:4][cH:5][cH:6][cH:7]1)[c:8]1[cH:9][cH:10][c:11]([C:14]([c:16]2[n:17][cH:18][cH:19][cH:20][cH:21]2)([c:22]2[cH:23][cH:24][cH:25][cH:26][cH:27]2)[n:32]2[cH:33][n:34][cH:35][cH:36]2)[cH:12][cH:13]1. Starting materials: CCOC(=O)CC1CCN(C(=O)c2ccccc2)CC1, CC[BH-](CC)CC, Cl, [Li+], C1CCOC1, O. Yields the product O=C(c1ccccc1)N1CCC(CCO)CC1. Reaction SMILES: [C:9]([c:10]1[cH:11][cH:12][cH:13][cH:14][cH:15]1)(=[O:16])[N:17]1[CH2:18][CH2:19][CH:20]([CH2:23][C:24](=[O:25])[O:26][CH2:27][CH3:28])[CH2:21][CH2:22]1.[CH2:1]([BH-:2]([CH2:3][CH3:4])[CH2:5][CH3:6])[CH3:7].[ClH:30].[Li+:8].[O:31]1[CH2:32][CH2:33][CH2:34][CH2:35]1.[OH2:29]>>[C:9]([c:10]1[cH:11][cH:12][cH:13][cH:14][cH:15]1)(=[O:16])[N:17]1[CH2:18][CH2:19][CH:20]([CH2:23][CH2:24][OH:25])[CH2:21][CH2:22]1. Isolated yield 63.9%. RXN SMILES: [CH3:1][N:2]1[C:7](=[O:8])[C:6]([NH:9][C:10]2[CH:15]=[CH:14][C:13]([N:16]3[CH2:21][CH2:20][N:19]([CH:22]4[CH2:25][O:24][CH2:23]4)[CH2:18][C@@H:17]3[CH3:26])=[CH:12][N:11]=2)=[CH:5][C:4]([C:27]2[C:32]([CH:33]=[O:34])=[C:31]([N:35]3[CH2:46][CH2:45][C:44]4[C:43]5[CH2:42][C:41]([CH3:48])([CH3:47])[CH2:40][C:39]=5[S:38][C:37]=4[C:36]3=[O:49])[N:30]=[CH:29][CH:28]=2)=[CH:3]1.[BH4-].[Na+]>CO>[OH:34][CH2:33][C:32]1[C:31]([N:35]2[CH2:46][CH2:45][C:44]3[C:43]4[CH2:42][C:41]([CH3:48])([CH3:47])[CH2:40][C:39]=4[S:38][C:37]=3[C:36]2=[O:49])=[N:30][CH:29]=[CH:28][C:27]=1[C:4]1[CH:5]=[C:6]([NH:9][C:10]2[CH:15]=[CH:14][C:13]([N:16]3[CH2:21][CH2:20][N:19]([CH:22]4[CH2:25][O:24][CH2:23]4)[CH2:18][C@@H:17]3[CH3:26])=[CH:12][N:11]=2)[C:7](=[O:8])[N:2]([CH3:1])[CH:3]=1 |f:1.2|. Procedure details: A 25 mL single-neck round-bottomed flask equipped with a magnetic stirrer was charged with 145a (97 mg, 1.0 eq., 0.14 mmol), NaBH4(16 mg, 3.0 eq., 0.42 mmol), and MeOH (10 mL). The mixture was stirred at room temperature for 1 h. The residue was purified by reverse-phase prep-HPLC to afford 145 (61 mg, 63%). LCMS: [M+H]+ 682.3. 1H NMR (500 MHz, CDCl3) δ 8.65 (d, J=2.5, 1H), 8.50 (d, J=5.0, 1H), 7.97 (d, J=2.5, 1H), 7.84 (s, 1H), 7.80 (d, J=2.5, 1H), 7.37 (d, J=5.0, 1H), 7.30 (dd, J=3.0, 9.0, 1H)... Solvent: CO (MeOH). Conditions: time 1 hour. Yields the product OCC=1C(=NC=CC1C1=CN(C(C(=C1)NC1=NC=C(C=C1)N1[C@H](CN(CC1)C1COC1)C)=O)C)N1C(C=2SC3=C(C2CC1)CC(C3)(C)C)=O (6-{3′-Hydroxymethyl-1-methyl-5-[5-((S)-2-methyl-4-oxetan-3-yl-piperazin-1-yl)-pyridin-2-ylamino]-6-oxo-1,6-dihydro-[3,4′]bipyridinyl-2′-yl}-2,2-dimethyl-2,3,5,6-tetrahydro-1H,4H-8-thia-6-aza-cyclopenta[a]inden-7-one). The reactants are CN1C=C(C=C(C1=O)NC1=NC=C(C=C1)N1[C@H](CN(CC1)C1COC1)C)C1=CC=NC(=C1C=O)N1C(C=2SC=3CC(CC3C2CC1)(C)C)=O ((S)-4-(1-methyl-5-(5-(2-methyl-4-(oxetan-3-yl)piperazin-1-yl)pyridin-2-ylamino)-6-oxo-1,6-dihydropyridin-3-yl)-2-{4,4-dimethyl-9-oxo-7-thia-10-azatricyclo[6.4.0.02,6]dodeca-1(8),2(6)-dien-10-yl}nicotinaldehyde), [BH4-].[Na+] (NaBH4). Solvent: O1CCOCC1 (dioxane), O (H2O). RXN SMILES: C[O:2][C:3](=[O:19])[C:4]1[CH:9]=[CH:8][C:7]([CH2:10][CH:11]2[CH2:18][CH2:17][CH2:16][CH2:15][CH2:14][C:13]#[C:12]2)=[CH:6][CH:5]=1.[Li+].[OH-]>O1CCOCC1.O>[CH:11]1([CH2:10][C:7]2[CH:6]=[CH:5][C:4]([C:3]([OH:19])=[O:2])=[CH:9][CH:8]=2)[CH2:18][CH2:17][CH2:16][CH2:15][CH2:14][C:13]#[C:12]1 |f:1.2|. The reactants are COC(C1=CC=C(C=C1)CC1C#CCCCCC1)=O (4-Cyclooct-2-ynylmethylbenzoic acid methyl ester), [Li+].[OH-] (LiOH). Yields the product C1(C#CCCCCC1)CC1=CC=C(C(=O)O)C=C1 (4-Cyclooct-2-ynylmethylbenzoic acid). Conditions: temperature 50 celsius, time 3 hour. Procedure details: To a solution of cyclooctyne 8a (283 mg, 1.11 mmol) in dioxane (12 mL) and H2O (3 mL) was added finely crushed LiOH (530 mg, 22.1 mmol). The suspension was heated to 50° C. and stirred for 3 h. The dioxane was removed on a rotary evaporator. The residue was diluted with EtOAc (50 mL), washed with 1 N HCl (3×50 mL), H2O (3×50 mL), and brine (2×50 mL), and dried over MgSO4 to yield a white solid (254 mg, 95%, Rf=0.25 in 27:3:1 hexane/EtOAc/AcOH), mp 112.0-113.9° C. (dec). IR: 3071, 2922, 2846, 168...